From a dataset of the Open Reaction Database (ORD), a public repository of structured organic reaction records. describe an organic reaction: reactants, conditions, products, and yield Reactants: N([C@@H](COC(C)(C)C)C(=O)N[C@@H](CC(OC(C)(C)C)=O)C(=O)N[C@@H](C)C(=O)N[C@@H](C(C)C)C(=O)N[C@@H](C(C)C)C(=O)N[C@@H](CC(OC(C)(C)C)=O)C(=O)N[C@@H]([C@H](OC(C)(C)C)C)C(=O)N[C@@H](COC(C)(C)C)C(=O)N[C@@H](COC(C)(C)C)C(=O)N[C@@H](CCC(OC(C)(C)C)=O)C(=O)OC1=CC=CC=C1)C(=O)OC(C)(C)C (Boc-Ser(tBu)-Asp(OtBu)-Ala-Val-Val-Asp(OtBu)-Thr(tBu)-Ser(tBu)-Ser(tBu)-Glu(OtBu)-OC6H5), OO (H2O2), Cl (HCl), [OH-].[Na+] (NaOH). Run in O (H2O). Product: N([C@@H](COC(C)(C)C)C(=O)N[C@@H](CC(OC(C)(C)C)=O)C(=O)N[C@@H](C)C(=O)N[C@@H](C(C)C)C(=O)N[C@@H](C(C)C)C(=O)N[C@@H](CC(OC(C)(C)C)=O)C(=O)N[C@@H]([C@H](OC(C)(C)C)C)C(=O)N[C@@H](COC(C)(C)C)C(=O)N[C@@H](COC(C)(C)C)C(=O)N[C@@H](CCC(OC(C)(C)C)=O)C(=O)O)C(=O)OC(C)(C)C (Boc-Ser(tBu)-Asp(OtBu)-Ala-Val-Val-Asp(OtBu)-Thr(tBu)-Ser(tBu)-Ser(tBu)-Glu(OtBu)-OH). RXN SMILES: [NH:1]([C:105]([O:107][C:108]([CH3:111])([CH3:110])[CH3:109])=[O:106])[C@H:2]([C:9]([NH:11][C@H:12]([C:21]([NH:23][C@H:24]([C:26]([NH:28][C@H:29]([C:33]([NH:35][C@H:36]([C:40]([NH:42][C@H:43]([C:52]([NH:54][C@H:55]([C:63]([NH:65][C@H:66]([C:73]([NH:75][C@H:76]([C:83]([NH:85][C@H:86]([C:96]([O:98]C1C=CC=CC=1)=[O:97])[CH2:87][CH2:88][C:89](=[O:95])[O:90][C:91]([CH3:94])([CH3:93])[CH3:92])=[O:84])[CH2:77][O:78][C:79]([CH3:82])([CH3:81])[CH3:80])=[O:74])[CH2:67][O:68][C:69]([CH3:72])([CH3:71])[CH3:70])=[O:64])[C@@H:56]([CH3:62])[O:57][C:58]([CH3:61])([CH3:60])[CH3:59])=[O:53])[CH2:44][C:45](=[O:51])[O:46][C:47]([CH3:50])([CH3:49])[CH3:48])=[O:41])[CH:37]([CH3:39])[CH3:38])=[O:34])[CH:30]([CH3:32])[CH3:31])=[O:27])[CH3:25])=[O:22])[CH2:13][C:14](=[O:20])[O:15][C:16]([CH3:19])([CH3:18])[CH3:17])=[O:10])[CH2:3][O:4][C:5]([CH3:8])([CH3:7])[CH3:6].OO.[OH-].[Na+].Cl>O>[NH:1]([C:105]([O:107][C:108]([CH3:109])([CH3:110])[CH3:111])=[O:106])[C@H:2]([C:9]([NH:11][C@H:12]([C:21]([NH:23][C@H:24]([C:26]([NH:28][C@H:29]([C:33]([NH:35][C@H:36]([C:40]([NH:42][C@H:43]([C:52]([NH:54][C@H:55]([C:63]([NH:65][C@H:66]([C:73]([NH:75][C@H:76]([C:83]([NH:85][C@H:86]([C:96]([OH:98])=[O:97])[CH2:87][CH2:88][C:89](=[O:95])[O:90][C:91]([CH3:94])([CH3:93])[CH3:92])=[O:84])[CH2:77][O:78][C:79]([CH3:82])([CH3:81])[CH3:80])=[O:74])[CH2:67][O:68][C:69]([CH3:70])([CH3:71])[CH3:72])=[O:64])[C@@H:56]([CH3:62])[O:57][C:58]([CH3:61])([CH3:60])[CH3:59])=[O:53])[CH2:44][C:45](=[O:51])[O:46][C:47]([CH3:50])([CH3:49])[CH3:48])=[O:41])[CH:37]([CH3:38])[CH3:39])=[O:34])[CH:30]([CH3:32])[CH3:31])=[O:27])[CH3:25])=[O:22])[CH2:13][C:14](=[O:20])[O:15][C:16]([CH3:17])([CH3:18])[CH3:19])=[O:10])[CH2:3][O:4][C:5]([CH3:7])([CH3:8])[CH3:6] |f:2.3|. Reported procedure: A solution of Boc-Ser(tBu)-Asp(OtBu)-Ala-Val-Val-Asp(OtBu)-Thr(tBu)-Ser(tBu)-Ser(tBu)-Glu(OtBu)-OC6H5 (452 mg, 0.29 mmol) in TFE:H2O (5.2-0.4 mL) was treated with 3% H2O2 (0.31 mL, 0.30 mmol, 1.0 eq) with stirring (magnetic). The reaction mixture was adjusted to pH 10.5 by addition of 1N NaOH (triggered by an autotitrator) and maintained at that pH for 3 h. The reaction mixture was adjusted to pH ~1 with 1M HCl, refrigerated, filtered and washed with H2O and CH3OH and dried in vacuo. Yield: 423 ... Starting materials: Cc1ccc(-n2nc(C(C)(C)C)cc2N)cc1, C1CCOC1, CCOC(C)=O, CCN(C(C)C)C(C)C, O=C(Cl)OC(Cl)(Cl)Cl, ClCCl, CC(C)(Oc1ccc(N)c2ccccc12)c1ccnc(N)c1, [Na+], O=C([O-])O, O. Yields the product Cc1ccc(-n2nc(C(C)(C)C)cc2NC(=O)Nc2ccc(OC(C)(C)c3ccnc(N)c3)c3ccccc23)cc1. Reaction SMILES: [C:1]([CH3:2])([CH3:3])([CH3:4])[c:5]1[n:6][n:7](-[c:11]2[cH:12][cH:13][c:14]([CH3:17])[cH:15][cH:16]2)[c:8]([NH2:10])[cH:9]1.[CH2:65]1[O:66][CH2:67][CH2:68][CH2:69]1.[CH3:70][CH2:71][O:72][C:73]([CH3:74])=[O:75].[CH:53]([N:54]([CH2:55][CH3:56])[CH:57]([CH3:58])[CH3:59])([CH3:60])[CH3:61].[Cl:23][C:24]([O:25][C:26]([Cl:27])=[O:28])([Cl:29])[Cl:30].[Cl:62][CH2:63][Cl:64].[NH2:31][c:32]1[cH:33][cH:34][c:35]([O:42][C:43]([CH3:44])([CH3:45])[c:46]2[cH:47][c:48]([NH2:52])[n:49][cH:50][cH:51]2)[c:36]2[cH:37][cH:38][cH:39][cH:40][c:41]12.[Na+:22].[O-:18][C:19](=[O:20])[OH:21].[OH2:76]>>[C:1]([CH3:2])([CH3:3])([CH3:4])[c:5]1[n:6][n:7](-[c:11]2[cH:12][cH:13][c:14]([CH3:17])[cH:15][cH:16]2)[c:8]([NH:10][C:19](=[O:21])[NH:31][c:32]2[cH:33][cH:34][c:35]([O:42][C:43]([CH3:44])([CH3:45])[c:46]3[cH:47][c:48]([NH2:52])[n:49][cH:50][cH:51]3)[c:36]3[cH:37][cH:38][cH:39][cH:40][c:41]23)[cH:9]1. Starting materials: O=C([O-])[O-], Cn1c(N(C(=O)OC(C)(C)C)c2ccccc2)nc2cc(Nc3ccnc(Cl)n3)ccc21, [Cs+], [Cs+], CI, CN(C)C=O. The product is CN(c1ccc2c(c1)nc(N(C(=O)OC(C)(C)C)c1ccccc1)n2C)c1ccnc(Cl)n1. Reaction SMILES: [C:33](=[O:34])([O-:35])[O-:36].[Cl:1][c:2]1[n:3][cH:4][cH:5][c:6]([NH:8][c:9]2[cH:10][c:11]3[c:12]([n:13]([CH3:30])[c:14]([N:16]([C:17]([O:18][C:19]([CH3:20])([CH3:21])[CH3:22])=[O:23])[c:24]4[cH:25][cH:26][cH:27][cH:28][cH:29]4)[n:15]3)[cH:31][cH:32]2)[n:7]1.[Cs+:37].[Cs+:38].[I:39][CH3:40].[O:41]=[CH:42][N:43]([CH3:44])[CH3:45]>>[Cl:1][c:2]1[n:3][cH:4][cH:5][c:6]([N:8]([c:9]2[cH:10][c:11]3[c:12]([n:13]([CH3:30])[c:14]([N:16]([C:17]([O:18][C:19]([CH3:20])([CH3:21])[CH3:22])=[O:23])[c:24]4[cH:25][cH:26][cH:27][cH:28][cH:29]4)[n:15]3)[cH:31][cH:32]2)[CH3:33])[n:7]1. Run at time 10 minute. Procedure details: (S)—N-[2-(3,4-Dichlorophenyl)-4-oxobutyl]-N-methylbenzamide (0.78 g) in methanol (3 mL) was added to a solution of [1,4′]bipiperidinyl-2-one (0.34 g) and acetic acid (0.15 mL) in methanol (8 mL). After 10 minutes, sodium cyanoborohydride (0.17 g) in methanol (4 mL) was added in a single portion. After being stirred overnight, the reaction mixture was diluted with saturated aqueous sodium bicarbonate, stirred for 30 minutes, and extracted with dichloromethane (4×50 mL). The organic extracts were ... RXN SMILES: [Cl:1][C:2]1[CH:3]=[C:4]([C@H:9]([CH2:21][CH:22]=O)[CH2:10][N:11]([CH3:20])[C:12](=[O:19])[C:13]2[CH:18]=[CH:17][CH:16]=[CH:15][CH:14]=2)[CH:5]=[CH:6][C:7]=1[Cl:8].[N:24]1([CH:31]2[CH2:36][CH2:35][NH:34][CH2:33][CH2:32]2)[CH2:29][CH2:28][CH2:27][CH2:26][C:25]1=[O:30].C(O)(=O)C.C([BH3-])#N.[Na+]>CO.C(=O)(O)[O-].[Na+]>[Cl:1][C:2]1[CH:3]=[C:4]([C@H:9]([CH2:21][CH2:22][N:34]2[CH2:33][CH2:32][CH:31]([N:24]3[CH2:29][CH2:28][CH2:27][CH2:26][C:25]3=[O:30])[CH2:36][CH2:35]2)[CH2:10][N:11]([CH3:20])[C:12](=[O:19])[C:13]2[CH:14]=[CH:15][CH:16]=[CH:17][CH:18]=2)[CH:5]=[CH:6][C:7]=1[Cl:8] |f:3.4,6.7|. The yield is 98.6%. The reactants are C(#N)[BH3-].[Na+] (sodium cyanoborohydride), ClC=1C=C(C=CC1Cl)[C@@H](CN(C(C1=CC=CC=C1)=O)C)CC=O ((S)—N-[2-(3,4-Dichlorophenyl)-4-oxobutyl]-N-methylbenzamide), N1(C(CCCC1)=O)C1CCNCC1 ([1,4′]bipiperidinyl-2-one), C(C)(=O)O (acetic acid). Solvent: C([O-])(O)=O.[Na+] (sodium bicarbonate), CO (methanol), CO (methanol), CO (methanol). Yields the product ClC=1C=C(C=CC1Cl)[C@@H](CN(C(C1=CC=CC=C1)=O)C)CCN1CCC(CC1)N1C(CCCC1)=O ((S)—N-[2-(3,4-Dichlorophenyl)-4-[4-(2-oxo-piperidin-1-yl)piperidino]butyl]-N-methylbenzamide). The product is COC(=O)c1cc(N)c(C#N)s1. Reaction SMILES: [C:1](#[N:2])[c:3]1[c:4]([N+:12]([O-:13])=[O:14])[cH:5][c:6]([C:8](=[O:9])[O:10][CH3:11])[s:7]1.[CH3:15][C:16](=[O:17])[OH:18].[Fe:19]>>[C:1](#[N:2])[c:3]1[c:4]([NH2:12])[cH:5][c:6]([C:8](=[O:9])[O:10][CH3:11])[s:7]1. Reactants: COC(=O)c1cc([N+](=O)[O-])c(C#N)s1, CC(=O)O, [Fe]. Starting materials: BrCc1ccccc1, CC(C)=O, [K+], [K+], O=C([O-])[O-], C1COCCOCCOCCOCCOCCO1, O, COCCc1cc2c(cc1O)CCC1C2CCC2(C)C(O)CCC12. Yields the product COCCc1cc2c(cc1OCc1ccccc1)CCC1C2CCC2(C)C(O)CCC12. Reaction SMILES: [CH2:25]([c:26]1[cH:27][cH:28][cH:29][cH:30][cH:31]1)[Br:32].[CH3:57][C:58](=[O:59])[CH3:60].[K+:33].[K+:34].[O-:35][C:36]([O-:37])=[O:38].[O:39]1[CH2:40][CH2:41][O:42][CH2:43][CH2:44][O:45][CH2:46][CH2:47][O:48][CH2:49][CH2:50][O:51][CH2:52][CH2:53][O:54][CH2:55][CH2:56]1.[OH2:61].[OH:1][c:2]1[cH:3][c:4]2[c:17]([cH:18][c:19]1[CH2:20][CH2:21][O:22][CH3:23])[CH:16]1[CH:7]([CH2:6][CH2:5]2)[CH:8]2[CH2:9][CH2:10][CH:11]([OH:24])[C:12]2([CH3:13])[CH2:14][CH2:15]1>>[O:1]([c:2]1[cH:3][c:4]2[c:17]([cH:18][c:19]1[CH2:20][CH2:21][O:22][CH3:23])[CH:16]1[CH:7]([CH2:6][CH2:5]2)[CH:8]2[CH2:9][CH2:10][CH:11]([OH:24])[C:12]2([CH3:13])[CH2:14][CH2:15]1)[CH2:25][c:26]1[cH:27][cH:28][cH:29][cH:30][cH:31]1. Reactants: CC(COCCOCCO)=NOC(C)(C)C, Oc1c(Cl)cc(OCC=C(Cl)Cl)cc1Cl, CC(C)OC(=O)N=NC(=O)OC(C)C, C1CCOC1, c1ccc(P(c2ccccc2)c2ccccc2)cc1. Product: CC(COCCOCCOc1c(Cl)cc(OCC=C(Cl)Cl)cc1Cl)=NOC(C)(C)C. RXN SMILES: [C:1]([CH3:2])([CH3:3])([CH3:4])[O:5][N:6]=[C:7]([CH3:8])[CH2:9][O:10][CH2:11][CH2:12][O:13][CH2:14][CH2:15][OH:16].[Cl:17][c:18]1[c:19]([OH:31])[c:20]([Cl:30])[cH:21][c:22]([O:24][CH2:25][CH:26]=[C:27]([Cl:28])[Cl:29])[cH:23]1.[O:51]=[C:52]([O:53][CH:54]([CH3:55])[CH3:56])[N:57]=[N:58][C:59]([O:60][CH:61]([CH3:62])[CH3:63])=[O:64].[O:65]1[CH2:66][CH2:67][CH2:68][CH2:69]1.[c:32]1([P:33]([c:34]2[cH:35][cH:36][cH:37][cH:38][cH:39]2)[c:40]2[cH:41][cH:42][cH:43][cH:44][cH:45]2)[cH:46][cH:47][cH:48][cH:49][cH:50]1>>[C:1]([CH3:2])([CH3:3])([CH3:4])[O:5][N:6]=[C:7]([CH3:8])[CH2:9][O:10][CH2:11][CH2:12][O:13][CH2:14][CH2:15][O:16][c:19]1[c:18]([Cl:17])[cH:23][c:22]([O:24][CH2:25][CH:26]=[C:27]([Cl:28])[Cl:29])[cH:21][c:20]1[Cl:30]. Reactants: BrC=1C=NC(=NC1)CCCCCCCC (5-bromo-2-octylpyrimidine), C1(CCCCC1)C1=CC=C(C=C1)B(O)O (4-cyclohexylbenzeneboronic acid), C([O-])([O-])=O.[Na+].[Na+] (sodium carbonate), C1(=CC=CC=C1)P(C1=CC=CC=C1)(C1=CC=CC=C1)C1=CC=CC=C1 (tetrakisphenylphosphine), C1(=CC=CC=C1)C (toluene). The solvent is C(C)O (ethanol), O (water). Yields the product C1(CCCCC1)C1=CC=C(C=C1)C=1C=NC(=NC1)OCCCCCCCC (5-(4-Cyclohexylphenyl)-2-octyloxypyrimidine). As a reaction SMILES: Br[C:2]1[CH:3]=[N:4][C:5](CCCCCCCC)=[N:6][CH:7]=1.[CH:16]1([C:22]2[CH:27]=[CH:26][C:25](B(O)O)=[CH:24][CH:23]=2)[CH2:21][CH2:20][CH2:19][CH2:18][CH2:17]1.[C:31](=[O:34])([O-])[O-].[Na+].[Na+].C1(P(C2C=CC=CC=2)(C2C=CC=CC=2)C2C=CC=CC=2)C=CC=CC=1.[C:62]1([CH3:68])[CH:67]=[CH:66][CH:65]=[CH:64][CH:63]=1>O.C(O)C>[CH:16]1([C:22]2[CH:27]=[CH:26][C:25]([C:2]3[CH:7]=[N:6][C:5]([O:34][CH2:31][CH2:68][CH2:62][CH2:63][CH2:64][CH2:65][CH2:66][CH3:67])=[N:4][CH:3]=3)=[CH:24][CH:23]=2)[CH2:21][CH2:20][CH2:19][CH2:18][CH2:17]1 |f:2.3.4|. Reported procedure: 2 g (6.96 mmol) of 5-bromo-2-octylpyrimidine, 1.42 g (6.96 mmol) of 4-cyclohexylbenzeneboronic acid, 1.5 g (14.00 mmol) of sodium carbonate and 0.08 g (0.07 mmol) of tetrakisphenylphosphine paradium were refluxed for 4 hours in 40 ml of toluene, 10 ml of ethanol and 10 ml of water. Reactants: Cl (hydrochloric acid), NC(N)=NC=1SC=C(N1)C1=NC(=CC=C1)C(OC)=N (2-(diaminomethyleneamino)-4-[6-[(imino)(methoxy)methyl]pyridin-2-yl]thiazole), C([O-])([O-])=O.[K+].[K+] (potassium carbonate). The solvent is O1CCCC1 (tetrahydrofuran). Reaction conditions: time 5 minute. The product is NC(N)=NC=1SC=C(N1)C1=NC(=CC=C1)C(=O)OC (2-(diaminomethyleneamino)-4-(6-methoxycarbonylpyridin-2yl)thiazole). RXN SMILES: [NH2:1][C:2](=[N:4][C:5]1[S:6][CH:7]=[C:8]([C:10]2[CH:15]=[CH:14][CH:13]=[C:12]([C:16](=N)[O:17][CH3:18])[N:11]=2)[N:9]=1)[NH2:3].Cl.C(=O)([O-])[O-:22].[K+].[K+]>O1CCCC1>[NH2:1][C:2](=[N:4][C:5]1[S:6][CH:7]=[C:8]([C:10]2[CH:15]=[CH:14][CH:13]=[C:12]([C:16]([O:17][CH3:18])=[O:22])[N:11]=2)[N:9]=1)[NH2:3] |f:2.3.4|. Reported procedure: A mixture of 2-(diaminomethyleneamino)-4-[6-[(imino)(methoxy)methyl]pyridin-2-yl]thiazole (0.9 g) in 50% aqueous tetrahydrofuran (60 ml) was adjusted to pH 1.0 with 6N-hydrochloric acid and stirred for 5 minutes at ambient temperature. The mixture was adjusted to pH 9.5 with 20% aqueous potassium carbonate and the mixture was extracted with ethyl acetate. The extract layer was washed with brine, dried over magnesium sulfate and evaporated in vacuo. The residue was recrystallized from a mixture o...